describe an organic reaction: reactants, conditions, products, and yield From a dataset of the Open Reaction Database (ORD), a public repository of structured organic reaction records. Reactants: Cl, O=C(Nc1nc(C=Cc2ccc([N+](=O)[O-])cc2)cs1)OCc1ccccc1. The product is Nc1nc(C=Cc2ccc([N+](=O)[O-])cc2)cs1. As a reaction SMILES: [ClH:28].[N+:1](=[O:2])([O-:3])[c:4]1[cH:5][cH:6][c:7]([CH:10]=[CH:11][c:12]2[n:13][c:14]([NH:17][C:18](=[O:19])[O:20][CH2:21][c:22]3[cH:23][cH:24][cH:25][cH:26][cH:27]3)[s:15][cH:16]2)[cH:8][cH:9]1>>[N+:1](=[O:2])([O-:3])[c:4]1[cH:5][cH:6][c:7]([CH:10]=[CH:11][c:12]2[n:13][c:14]([NH2:17])[s:15][cH:16]2)[cH:8][cH:9]1. The reactants are O (Water), C(C1=CC=CC=C1)Cl (Benzyl chloride), ClC1=NC(=NC=C1)C1=CC=NC=C1 (4-chloro-2-(pyridin-4-yl)pyrimidine), [BH4-].[Na+] (NaBH4). Solvent: CCOC(=O)C (EtOAc), CC#N (MeCN). Run at time 30 minute. Yields the product C(C1=CC=CC=C1)N1CCC(=CC1)C1=NC=CC(=N1)Cl (2-(1-benzyl-1,2,3,6-tetrahydropyridin-4-yl)-4-chloropyrimidine). Isolated yield 56.9%. As a reaction SMILES: [CH2:1](Cl)[C:2]1[CH:7]=[CH:6][CH:5]=[CH:4][CH:3]=1.[Cl:9][C:10]1[CH:15]=[CH:14][N:13]=[C:12]([C:16]2[CH:21]=[CH:20][N:19]=[CH:18][CH:17]=2)[N:11]=1.[BH4-].[Na+].O>CC#N.CCOC(C)=O>[CH2:1]([N:19]1[CH2:18][CH:17]=[C:16]([C:12]2[N:11]=[C:10]([Cl:9])[CH:15]=[CH:14][N:13]=2)[CH2:21][CH2:20]1)[C:2]1[CH:7]=[CH:6][CH:5]=[CH:4][CH:3]=1 |f:2.3|. Procedure: Benzyl chloride (460 μl, 4.0 mmol) was added to a stirred suspension of 4-chloro-2-(pyridin-4-yl)pyrimidine (prepared according to J. Med. Chem., 1982, 25(7), 837-842) (383 mg, 2.00 mmol) in MeCN (10 ml) and the mixture was heated at reflux for 30 h and then concentrated under reduced pressure. EtOH (5 ml) was then added, followed by NaBH4 (151 mg, 4.0 mmol), and the mixture stirred at room temperature for 30 min. Water (10 ml) and EtOAc (70 ml) were added, separated and the organics washed with... Reactants: O=C([O-])[O-], CN(C)C=O, COc1cc2c(Oc3ccc(NC(=O)Nc4ccc(F)cc4F)c(Cl)c3)ccnc2cc1O, ClCc1ccncc1, Cl, [K+], [K+]. Product: COc1cc2c(Oc3ccc(NC(=O)Nc4ccc(F)cc4F)c(Cl)c3)ccnc2cc1OCc1ccncc1. As a reaction SMILES: [C:34](=[O:35])([O-:36])[O-:37].[CH3:49][N:50]([CH3:51])[CH:52]=[O:53].[Cl:1][c:2]1[c:3]([NH:22][C:23](=[O:24])[NH:25][c:26]2[c:27]([F:33])[cH:28][c:29]([F:32])[cH:30][cH:31]2)[cH:4][cH:5][c:6]([O:8][c:9]2[cH:10][cH:11][n:12][c:13]3[cH:14][c:15]([OH:21])[c:16]([O:19][CH3:20])[cH:17][c:18]23)[cH:7]1.[Cl:41][CH2:42][c:43]1[cH:44][cH:45][n:46][cH:47][cH:48]1.[ClH:40].[K+:38].[K+:39]>>[Cl:1][c:2]1[c:3]([NH:22][C:23](=[O:24])[NH:25][c:26]2[c:27]([F:33])[cH:28][c:29]([F:32])[cH:30][cH:31]2)[cH:4][cH:5][c:6]([O:8][c:9]2[cH:10][cH:11][n:12][c:13]3[cH:14][c:15]([O:21][CH2:42][c:43]4[cH:44][cH:45][n:46][cH:47][cH:48]4)[c:16]([O:19][CH3:20])[cH:17][c:18]23)[cH:7]1. Reactants: [OH-].[NH4+] (Ammonium hydroxide), C(=O)(O)C1=C(CCC(C1)(C1=CC(=C(C=C1)OC)OCC1CC1)C#N)OCOC (2-carboxy-4-cyano-4-(3-cyclopropylmethoxy-4-methoxyphenyl)-1-(methoxymethyloxy)cyclohex-1-ene), CN1CCOCC1 (N-methyl morpholine), ClC(=O)OCC(C)C (isobutyl chloroformate). Solvent: COCCOC (1,2-dimethoxyethane). Run at time 10 minute. The product is NC(=O)C1=C(CCC(C1)(C1=CC(=CC=C1)OCC1CC1)C#N)OCOC (2-aminocarbonyl-4-cyano-4-(3-cyclopropylmethoxyphenyl)-1-(methoxymethyloxy)cyclohex-1-ene). The yield is 92.1%. RXN SMILES: [C:1]([C:4]1[CH2:9][C:8]([C:23]#[N:24])([C:10]2[CH:15]=[CH:14][C:13](OC)=[C:12]([O:18][CH2:19][CH:20]3[CH2:22][CH2:21]3)[CH:11]=2)[CH2:7][CH2:6][C:5]=1[O:25][CH2:26][O:27][CH3:28])([OH:3])=O.C[N:30]1CCOCC1.ClC(OCC(C)C)=O.[OH-].[NH4+]>COCCOC>[NH2:30][C:1]([C:4]1[CH2:9][C:8]([C:23]#[N:24])([C:10]2[CH:15]=[CH:14][CH:13]=[C:12]([O:18][CH2:19][CH:20]3[CH2:21][CH2:22]3)[CH:11]=2)[CH2:7][CH2:6][C:5]=1[O:25][CH2:26][O:27][CH3:28])=[O:3] |f:3.4|. Procedure details: A mixture of 2-carboxy-4-cyano-4-(3-cyclopropylmethoxy-4-methoxyphenyl)-1-(methoxymethyloxy)cyclohex-1-ene (0.26 g. 0.67 mmol), N-methyl morpholine (0.09 ml, 0.8 mmol) and isobutyl chloroformate (0.1 mL, 0.77 mmol) in dry 1,2-dimethoxyethane (7 mL) was stirred under an argon atmosphere at room temperature for 10 min. Ammonium hydroxide (0.07 mL, 1.0 mmol) was added and stirring was continued for 0.5 h. The mixture was partitioned between methylene chloride and 5% aqueous sodium carbonate, was ex... Reactants: ClCCCl, CCOC(C)=O, CCN(C(C)C)C(C)C, CC(C)(C)CCN1C(=O)C(CC(=O)O)SC1c1cccc(F)c1NCCN1CCCCC1, O=c1[nH]c2ncccc2n1C1CCNCC1, CN(C)C=O, O, On1nnc2ccccc21. The product is CC(C)(C)CCN1C(=O)C(CC(=O)N2CCC(n3c(=O)[nH]c4ncccc43)CC2)SC1c1cccc(F)c1NCCN1CCCCC1. As a reaction SMILES: [CH2:49]([Cl:50])[CH2:51][Cl:52].[CH3:77][CH2:78][O:79][C:80]([CH3:81])=[O:82].[CH:63]([N:64]([CH2:65][CH3:66])[CH:67]([CH3:68])[CH3:69])([CH3:70])[CH3:71].[N:1]1([CH2:7][CH2:8][NH:9][c:10]2[c:11]([CH:17]3[S:18][CH:19]([CH2:29][C:30](=[O:31])[OH:32])[C:20](=[O:28])[N:21]3[CH2:22][CH2:23][C:24]([CH3:25])([CH3:26])[CH3:27])[cH:12][cH:13][cH:14][c:15]2[F:16])[CH2:2][CH2:3][CH2:4][CH2:5][CH2:6]1.[NH:33]1[CH2:34][CH2:35][CH:36]([n:39]2[c:40](=[O:48])[nH:41][c:42]3[n:43][cH:44][cH:45][cH:46][c:47]23)[CH2:37][CH2:38]1.[O:72]=[CH:73][N:74]([CH3:75])[CH3:76].[OH2:83].[OH:53][n:54]1[c:55]2[c:56]([cH:57][cH:58][cH:59][cH:60]2)[n:61][n:62]1>>[N:1]1([CH2:7][CH2:8][NH:9][c:10]2[c:11]([CH:17]3[S:18][CH:19]([CH2:29][C:30](=[O:32])[N:33]4[CH2:34][CH2:35][CH:36]([n:39]5[c:40](=[O:48])[nH:41][c:42]6[n:43][cH:44][cH:45][cH:46][c:47]56)[CH2:37][CH2:38]4)[C:20](=[O:28])[N:21]3[CH2:22][CH2:23][C:24]([CH3:25])([CH3:26])[CH3:27])[cH:12][cH:13][cH:14][c:15]2[F:16])[CH2:2][CH2:3][CH2:4][CH2:5][CH2:6]1. Reactants: CI, CCC1(O)CN(C(c2ccccc2)c2ccccc2)C1, [H-], [Na+], CN(C)C=O, O. The product is CCC1(OC)CN(C(c2ccccc2)c2ccccc2)C1. Reaction SMILES: [CH3:26][I:27].[CH:6]([c:7]1[cH:8][cH:9][cH:10][cH:11][cH:12]1)([c:13]1[cH:14][cH:15][cH:16][cH:17][cH:18]1)[N:19]1[CH2:20][C:21]([OH:23])([CH2:24][CH3:25])[CH2:22]1.[H-:28].[Na+:29].[O:1]=[CH:2][N:3]([CH3:4])[CH3:5].[OH2:30]>>[CH3:2][O:23][C:21]1([CH2:24][CH3:25])[CH2:20][N:19]([CH:6]([c:7]2[cH:8][cH:9][cH:10][cH:11][cH:12]2)[c:13]2[cH:14][cH:15][cH:16][cH:17][cH:18]2)[CH2:22]1. The reactants are C(C)(C)OC(N1C=NC2=C1C=CC=C2)OC(C)C (1-(diisopropoxymethyl)-1H-benzo[d]imidazole), [Li+].C[Si](C)(C)[N-][Si](C)(C)C (LiHMDS), solution, N1=CNC2=C1C=CC=C2.[Li] (lithium benzoimidazole), C(C)OC(=O)C1=CC=C(OC2=NC=CC=C2C2CN(C2)C(=O)OC(C)(C)C)C=C1 (tert-butyl 3-(2-(4-(ethoxycarbonyl)phenoxy)pyridin-3-yl)azetidine-1-carboxylate), N1=CNC2=C1C=CC=C2 (benzoimidazole). Solvent: C1CCOC1 (THF), C1CCOC1 (THF). Reaction conditions: time 5 minute. Product: N1CC(C1)C=1C(=NC=CC1)OC1=CC=C(C=C1)C(=O)C1=NC2=C(N1)C=CC=C2 ((4-(3-(azetidin-3-yl)pyridin-2-yloxy)phenyl)(1H-benzo[d]imidazol-2-yl)methanone). As a reaction SMILES: C(OC(OC(C)C)[N:6]1[C:10]2[CH:11]=[CH:12][CH:13]=[CH:14][C:9]=2[N:8]=[CH:7]1)(C)C.[Li+].C[Si]([N-][Si](C)(C)C)(C)C.N1C2C=CC=CC=2NC=1.[Li].C([O:41][C:42]([C:44]1[CH:67]=[CH:66][C:47]([O:48][C:49]2[C:54]([CH:55]3[CH2:58][N:57](C(OC(C)(C)C)=O)[CH2:56]3)=[CH:53][CH:52]=[CH:51][N:50]=2)=[CH:46][CH:45]=1)=O)C.N1C2C=CC=CC=2NC=1>C1COCC1>[NH:57]1[CH2:58][CH:55]([C:54]2[C:49]([O:48][C:47]3[CH:66]=[CH:67][C:44]([C:42]([C:7]4[NH:6][C:10]5[CH:11]=[CH:12][CH:13]=[CH:14][C:9]=5[N:8]=4)=[O:41])=[CH:45][CH:46]=3)=[N:50][CH:51]=[CH:52][CH:53]=2)[CH2:56]1 |f:1.2,3.4,^1:37|. Procedure details: To a solution of 1-(diisopropoxymethyl)-1H-benzo[d]imidazole (318 mg, 1.280 mmol) in THF (5 mL) at 0° C. is added LiHMDS (0.753 mL, 0.753 mmol) over 1 min. The reaction was stirred 5 min., then 3.5 mL of the 6 mL solution (1.0 theoretical equivalent of the lithium benzoimidazole) was added to a solution of tert-butyl 3-(2-(4-(ethoxycarbonyl)phenoxy)pyridin-3-yl)azetidine-1-carboxylate (300 mg, 0.753 mmol) in THF (3 mL) at 0° C. The reaction was stirred at 0° C. 30 min. LCMS showed only 5% conver... Reactants: Nc1ccccc1Cl, ClC(Cl)Cl, Nc1ccc(Cl)cc1C(=O)O, O=S(Cl)Cl, c1ccccc1. The product is Nc1ccc(Cl)cc1C(=O)Nc1ccccc1Cl. As a reaction SMILES: [Cl:16][c:17]1[c:18]([NH2:19])[cH:20][cH:21][cH:22][cH:23]1.[Cl:24][CH:25]([Cl:26])[Cl:27].[NH2:1][c:2]1[c:3]([C:4](=[O:5])[OH:6])[cH:7][c:8]([Cl:11])[cH:9][cH:10]1.[S:12]([Cl:13])([Cl:14])=[O:15].[cH:28]1[cH:29][cH:30][cH:31][cH:32][cH:33]1>>[NH2:1][c:2]1[c:3]([C:4](=[O:6])[NH:19][c:18]2[c:17]([Cl:16])[cH:23][cH:22][cH:21][cH:20]2)[cH:7][c:8]([Cl:11])[cH:9][cH:10]1. Starting materials: Cl.C(C1=CC=CC=C1)N1CCC(CCC1)(O)CO (1-benzyl-4-(hydroxymethyl)azepane-4-ol hydrochloride), [H][H] (hydrogen). The reagents and catalysts are [C].[Pd] (palladium carbon). The solvent is CCO (EtOH). Yields the product Cl.OCC1(CCNCCC1)O (4-(hydroxymethyl)azepane-4-ol hydrochloride). RXN SMILES: [ClH:1].C([N:9]1[CH2:15][CH2:14][CH2:13][C:12]([CH2:17][OH:18])([OH:16])[CH2:11][CH2:10]1)C1C=CC=CC=1.[H][H]>[C].[Pd].CCO>[ClH:1].[OH:18][CH2:17][C:12]1([OH:16])[CH2:13][CH2:14][CH2:15][NH:9][CH2:10][CH2:11]1 |f:0.1,3.4,6.7|. Procedure details: A solution of tert-butanol of N-methylmorpholine-N-oxide and osmium tetroxide was added to a mixture of 1-benzyl-4-methyleneazepane hydrochloride and THF-water and stirred at room temperature for 24 hours. Then the reaction solution was processed with 4M hydrochloric acid (HCl)-ethyl acetate (EtOAc) solution to give 1-benzyl-4-(hydroxymethyl)azepane-4-ol hydrochloride. 10% palladium carbon was added to a solution of EtOH of the obtained 1-benzyl-4-(hydroxymethyl)azepane-4-ol hydrochloride and st...